This data is from the Open Reaction Database (ORD), a public repository of structured organic reaction records. The task is: describe an organic reaction: reactants, conditions, products, and yield The reactants are FC=1C=C2C(C(NC2=CC1)=O)=CC1=C(C(=C(N1)C)C(=O)O)C (5-(5-Fluoro-2-oxo-1,2-dihydro-indol-3-ylidenemethyl)-2,4-dimethyl-1H-pyrrole-3-carboxylic acid), NCC(CN1N=NC=C1)O (1-amino-3(1,2,3)triazol-1-yl-propan-2-ol). Product: OC(CNC(=O)C1=C(NC(=C1C)\C=C\1/C(NC2=CC=C(C=C12)F)=O)C)CN1N=NC=C1 (5-[5-fluoro-2-oxo-1,2-dihydro-indol-(3Z)-ylidene-methyl]-2,4-dimethyl-1H-pyrrole-3-carboxylic acid (2-hydroxy-3-[1,2,3]triazol-1-yl-propyl)-amide). As a reaction SMILES: [F:1][C:2]1[CH:3]=[C:4]2[C:8](=[CH:9][CH:10]=1)[NH:7][C:6](=[O:11])[C:5]2=[CH:12][C:13]1[NH:17][C:16]([CH3:18])=[C:15]([C:19]([OH:21])=O)[C:14]=1[CH3:22].[NH2:23][CH2:24][CH:25]([OH:32])[CH2:26][N:27]1[CH:31]=[CH:30][N:29]=[N:28]1>>[OH:32][CH:25]([CH2:26][N:27]1[CH:31]=[CH:30][N:29]=[N:28]1)[CH2:24][NH:23][C:19]([C:15]1[C:14]([CH3:22])=[C:13](/[CH:12]=[C:5]2\[C:6](=[O:11])[NH:7][C:8]3[C:4]\2=[CH:3][C:2]([F:1])=[CH:10][CH:9]=3)[NH:17][C:16]=1[CH3:18])=[O:21]. Reported procedure: 5-(5-Fluoro-2-oxo-1,2-dihydro-indol-3-ylidenemethyl)-2,4-dimethyl-1H-pyrrole-3-carboxylic acid (120 mg, 0.4 mmol) was condensed with 1-amino-3(1,2,3)triazol-1-yl-propan-2-ol (85 mg, 0.48 mmol) to precipitate 5-[5-fluoro-2-oxo-1,2-dihydro-indol-(3Z)-ylidenemethyl]-2,4-dimethyl-1H-pyrrole-3-carboxylic acid (2-hydroxy-3-[1,2,3]triazol-1-yl-propyl)-amide (100 mg, 62%). 1H NMR (DMSO-d6) δ 2.42, 2.44 (2×s, 6H, 2×CH3), 3.27 (m, 2H), 3.98 (m, 1H), 4.27 (dd, J=7.6, 14 Hz, 1H), 4.50 (dd, J=3.4, 13.6 Hz, 1...